The task is: describe an organic reaction: reactants, conditions, products, and yield. This data is from the Open Reaction Database (ORD), a public repository of structured organic reaction records. Reactants: FC=1C=C(C=CC1)N1CCN(CC1)CCOC1=C(C=CC=C1)C1SCCN1 (2-{2-[2-(4-(3-fluorophenyl)piperazin-1-yl)ethyloxy]phenyl}thiazolidine), CS(=O)(=O)N=C=O (methanesulfonyl isocyanate). The solvent is CC(=O)C (acetone). Reaction conditions: time 30 minute. The product is CS(=O)(=O)NC(=O)N1C(SCC1)C1=C(C=CC=C1)OCCN1CCN(CC1)C1=CC(=CC=C1)F (N-methanesulfonyl-2-{2-[2-(4-(3-fluorophenyl)piperazin-1-yl)ethyloxy]phenyl}thiazollidine-3-carboxamide). Isolated yield 61.3%. Reaction SMILES: [F:1][C:2]1[CH:3]=[C:4]([N:8]2[CH2:13][CH2:12][N:11]([CH2:14][CH2:15][O:16][C:17]3[CH:22]=[CH:21][CH:20]=[CH:19][C:18]=3[CH:23]3[NH:27][CH2:26][CH2:25][S:24]3)[CH2:10][CH2:9]2)[CH:5]=[CH:6][CH:7]=1.[CH3:28][S:29]([N:32]=[C:33]=[O:34])(=[O:31])=[O:30]>CC(C)=O>[CH3:28][S:29]([NH:32][C:33]([N:27]1[CH2:26][CH2:25][S:24][CH:23]1[C:18]1[CH:19]=[CH:20][CH:21]=[CH:22][C:17]=1[O:16][CH2:15][CH2:14][N:11]1[CH2:12][CH2:13][N:8]([C:4]2[CH:5]=[CH:6][CH:7]=[C:2]([F:1])[CH:3]=2)[CH2:9][CH2:10]1)=[O:34])(=[O:31])=[O:30]. Procedure details: 1.94 g of 2-{2-[2-(4-(3-fluorophenyl)piperazin-1-yl)ethyloxy]phenyl}thiazolidine are dissolved in anhydrous acetone, and 0.73 g of methanesulfonyl isocyanate is added thereto at room temperature. After the mixture is stirred for 30 minutes, the mixture is concentrated under reduced pressure to remove solvent. The residue is collected by filtration, and washed with water and ether, successively. The crude product thus obtained is recrystallized from a mixture of acetone and ether. 1.56 g of N-met... Reactants: CO, O, OB(O)c1ccccc1, FC(F)(F)c1onc(-c2ccccc2)c1-c1c[nH]cn1. Yields the product FC(F)(F)c1onc(-c2ccccc2)c1-c1cn(-c2ccccc2)cn1. RXN SMILES: [CH3:30][OH:31].[OH2:32].[OH:21][B:22]([OH:23])[c:24]1[cH:25][cH:26][cH:27][cH:28][cH:29]1.[nH:1]1[cH:2][n:3][c:4](-[c:6]2[c:7](-[c:15]3[cH:16][cH:17][cH:18][cH:19][cH:20]3)[n:8][o:9][c:10]2[C:11]([F:12])([F:13])[F:14])[cH:5]1>>[n:1]1(-[c:24]2[cH:25][cH:26][cH:27][cH:28][cH:29]2)[cH:2][n:3][c:4](-[c:6]2[c:7](-[c:15]3[cH:16][cH:17][cH:18][cH:19][cH:20]3)[n:8][o:9][c:10]2[C:11]([F:12])([F:13])[F:14])[cH:5]1. Reactants: CC1C=CC2=CC(C(C)(C)C)CC(O)C2C1(CCC1CC(C(C)(C)C)C(O[SiH](C)C)C(=O)O1)O[SiH](C)C, Cc1cccc(C)c1OC(C)C(=O)O. The product is Cc1cccc(C)c1OC(C)C(=O)OC1CC(C(C)(C)C)C=C2C=CC(C)C(CCC3CC(C(C)(C)C)C(O[SiH](C)C)C(=O)O3)(O[SiH](C)C)C21. Reaction SMILES: [C:15]([CH3:16])([CH3:17])([CH3:18])[CH:19]1[CH:20]=[C:21]2[CH:22]=[CH:23][CH:24]([CH3:51])[C:25]([CH2:30][CH2:31][CH:32]3[CH2:33][CH:34]([C:43]([CH3:44])([CH3:45])[CH3:46])[CH:35]([O:39][SiH:40]([CH3:41])[CH3:42])[C:36](=[O:38])[O:37]3)([O:47][SiH:48]([CH3:49])[CH3:50])[CH:26]2[CH:27]([OH:29])[CH2:28]1.[CH3:1][c:2]1[c:3]([O:4][CH:5]([C:6](=[O:7])[OH:8])[CH3:9])[c:10]([CH3:14])[cH:11][cH:12][cH:13]1>>[CH3:1][c:2]1[c:3]([O:4][CH:5]([C:6]([O:7][CH:27]2[CH:26]3[C:21](=[CH:20][CH:19]([C:15]([CH3:16])([CH3:17])[CH3:18])[CH2:28]2)[CH:22]=[CH:23][CH:24]([CH3:51])[C:25]3([CH2:30][CH2:31][CH:32]2[CH2:33][CH:34]([C:43]([CH3:44])([CH3:45])[CH3:46])[CH:35]([O:39][SiH:40]([CH3:41])[CH3:42])[C:36](=[O:38])[O:37]2)[O:47][SiH:48]([CH3:49])[CH3:50])=[O:8])[CH3:9])[c:10]([CH3:14])[cH:11][cH:12][cH:13]1. Reactants: BrC1=C(COCCOCCO)C=CC=C1 (2-(2-{(2-Bromobenzyl)oxy}ethoxy)ethanol), BrC1=C(CBr)C=CC=C1 (2-bromo-benzylbromide), [H-].[Na+] (NaH), FC(CCO)(F)F (3,3,3-trifluoropropan-1-ol). Reagents/catalysts: [I-].C(CCC)[N+](CCCC)(CCCC)CCCC (tetrabutylammonium iodide). Run in C1CCOC1 (THF). Yields the product FC(CCOCC1=C(C=CC=C1)Br)(F)F (2-Bromobenzyl 3,3,3-trifluoropropyl ether). RXN SMILES: [Br:1][C:2]1[CH:15]=[CH:14][CH:13]=[CH:12][C:3]=1[CH2:4][O:5][CH2:6][CH2:7]OCCO.[H-].[Na+].[F:18][C:19]([F:24])([F:23])CCO.BrC1C=CC=CC=1CBr>C1COCC1.[I-].C([N+](CCCC)(CCCC)CCCC)CCC>[F:18][C:19]([F:24])([F:23])[CH2:7][CH2:6][O:5][CH2:4][C:3]1[CH:12]=[CH:13][CH:14]=[CH:15][C:2]=1[Br:1] |f:1.2,6.7|. Procedure details: The reaction and work up was conducted as described in the preparation of compound 415. Starting materials were NaH (60% in oil, 0.08 g, 2 mmol) in dry THF (10 mL), 3,3,3-trifluoropropan-1-ol (0.23 g, 2 mmol), 2-bromo-benzylbromide (0.50 g, 2 mmol) and tetrabutylammonium iodide (0.74 g, 0.2 mmol). The crude product was purified by flash chromatography using EtOAc/petroleum ether 1 : 35 as the eluent to afford the title compound as a pale yellow oil. Starting materials: O=C(O)c1ccc2nccnc2c1, COc1ccc(N)cn1. Reagents/catalysts: C1CCC(CC1)N=C=NC2CCCCC2 (DCC), CN(C)C1=CC=NC=C1 (DMAP). The solvent is CN(C)C=O (DMF), CN(C)C=O (DMF), CN(C)C=O (DMF), CN(C)C=O (DMF), CN(C)C=O (DMF), CN(C)C=O (DMF). Run at temperature 25 celsius, time 2 hour. Product: COc1ccc(NC(=O)c2ccc3nccnc3c2)cn1. The yield is 15.4%. As a reaction SMILES: COc1ccc(N)cn1.O=C(O)c1ccc2nccnc2c1.C1CCC(CC1)N=C=NC2CCCCC2.CN(C)C1=CC=NC=C1.CN(C)C=O>>COc1ccc(NC(=O)c2ccc3nccnc3c2)cn1. Procedure details: 3.4 Parts of impure 1-amino-5-cyano-4-thiocyanatonaphthalene were then deaminated by the method described in Example 2 for deamination of 1-amino-5-nitro-4-thiocyanatonaphthalene. The crude product, after drowning out into water, was filtered off, washed well, dried and recrystallised from ethanol to yield 0.62 parts of pure 1-cyano-8-thiocyanatonaphthalene, m.pt 129.5°-130.5° C. The I.R. spectrum contained a band at 2220 cm-1 due to the cyano group and a band at 2160 cm-1 due to the thiocyanate... Product: C(#N)C1=CC=CC2=CC=CC(=C12)SC#N (1-cyano-8-thiocyanatonaphthalene). The reactants are NC1=CC=C(C2=C(C=CC=C12)C#N)SC#N (1-amino-5-cyano-4-thiocyanatonaphthalene), NC1=CC=C(C2=C(C=CC=C12)[N+](=O)[O-])SC#N (1-amino-5-nitro-4-thiocyanatonaphthalene), crude product. The solvent is O (water). RXN SMILES: N[C:2]1[C:11]2[C:6](=[C:7]([C:12]#[N:13])[CH:8]=[CH:9][CH:10]=2)[C:5]([S:14][C:15]#[N:16])=[CH:4][CH:3]=1.NC1C2C(=C([N+]([O-])=O)C=CC=2)C(SC#N)=CC=1>O>[C:12]([C:7]1[C:6]2[C:11](=[CH:2][CH:3]=[CH:4][C:5]=2[S:14][C:15]#[N:16])[CH:10]=[CH:9][CH:8]=1)#[N:13]. The reactants are C(C)(C)C=1C=CC(=NC1)S(=O)(=O)N(C=1C=C(C=CC1)C)CC(=O)O ([(5-isopropyl-pyridine-2-sulfonyl)-m-tolyl-amino]-acetic acid), C(C)NCC1=NC(=CC=C1)C (ethyl-(6-methyl-pyridin-2-ylmethyl)-amine). The product is C(C)N(C(CN(C=1C=C(C=CC1)C)S(=O)(=O)C1=NC=C(C=C1)C(C)C)=O)CC1=NC(=CC=C1)C (N-Ethyl-2-[(5-isopropyl-pyridine-2-sulfonyl)-m-tolyl-amino]-N-(6-methyl-pyridin-2-ylmethyl)-acetamide). Reaction SMILES: [CH:1]([C:4]1[CH:5]=[CH:6][C:7]([S:10]([N:13]([CH2:21][C:22](O)=[O:23])[C:14]2[CH:15]=[C:16]([CH3:20])[CH:17]=[CH:18][CH:19]=2)(=[O:12])=[O:11])=[N:8][CH:9]=1)([CH3:3])[CH3:2].[CH2:25]([NH:27][CH2:28][C:29]1[CH:34]=[CH:33][CH:32]=[C:31]([CH3:35])[N:30]=1)[CH3:26]>>[CH2:25]([N:27]([CH2:28][C:29]1[CH:34]=[CH:33][CH:32]=[C:31]([CH3:35])[N:30]=1)[C:22](=[O:23])[CH2:21][N:13]([S:10]([C:7]1[CH:6]=[CH:5][C:4]([CH:1]([CH3:3])[CH3:2])=[CH:9][N:8]=1)(=[O:11])=[O:12])[C:14]1[CH:15]=[C:16]([CH3:20])[CH:17]=[CH:18][CH:19]=1)[CH3:26]. Reported procedure: prepared by reaction of [(5-isopropyl-pyridine-2-sulfonyl)-m-tolyl-amino]-acetic acid with ethyl-(6-methyl-pyridin-2-ylmethyl)-amine Starting materials: CC(=O)OC(C)=O, CCOC(=O)C1OC1C(=O)NC(CC(C)C)C(O)c1ccccc1, c1ccncc1. Product: CCOC(=O)C1OC1C(=O)NC(CC(C)C)C(OC(C)=O)c1ccccc1. Reaction SMILES: [CH3:25][C:26](=[O:27])[O:28][C:29](=[O:30])[CH3:31].[OH:1][CH:2]([c:3]1[cH:4][cH:5][cH:6][cH:7][cH:8]1)[CH:9]([CH2:10][CH:11]([CH3:12])[CH3:13])[NH:14][C:15](=[O:16])[CH:17]1[CH:18]([C:20](=[O:21])[O:22][CH2:23][CH3:24])[O:19]1.[cH:32]1[cH:33][cH:34][n:35][cH:36][cH:37]1>>[O:1]([CH:2]([c:3]1[cH:4][cH:5][cH:6][cH:7][cH:8]1)[CH:9]([CH2:10][CH:11]([CH3:12])[CH3:13])[NH:14][C:15](=[O:16])[CH:17]1[CH:18]([C:20](=[O:21])[O:22][CH2:23][CH3:24])[O:19]1)[C:26]([CH3:25])=[O:27]. Solvent: C(C)N(CC)CC (triethylamine). Conditions: time 1 hour. The reactants are C(C1=CC=CC=C1)(=O)O[C@H]1[C@H](OCCCCCCCC)O[C@@H]([C@H]([C@@H]1O[C@H]1[C@@H](OCC2=CC=CC=C2)[C@H](OCC2=CC=CC=C2)[C@H](OCC2=CC=CC=C2)[C@@H](O1)C)O[C@H]1[C@H](OC(C2=CC=CC=C2)=O)[C@@H](O)[C@@H](O)[C@H](O1)COC(C1=CC=CC=C1)=O)COC(C1=CC=CC=C1)=O (Octyl 2,6-di-O-benzoyl-3-O-(2,3,4-tri-O-benzyl-α-L-fucopyranosyl)-4-O-(2,6-di-O-benzoyl-β-D-galactopyranosyl)-β-D-glucopyranoside), C1(=CC=C(C=C1)S(=O)(=O)O)C (4-toluenesulfonic acid), C1=CC=CC=C1 (benzene), C(C)C(C([O-])([O-])[O-])(CC)CC (triethylorthoacetate). The yield is 91.3%. RXN SMILES: [C:1]([O:9][C@@H:10]1[C@@H:24]([O:25][C@@H:26]2[O:55][C@@H:54]([CH3:56])[C@@H:45]([O:46][CH2:47][C:48]3[CH:53]=[CH:52][CH:51]=[CH:50][CH:49]=3)[C@@H:36]([O:37][CH2:38][C:39]3[CH:44]=[CH:43][CH:42]=[CH:41][CH:40]=3)[C@@H:27]2[O:28][CH2:29][C:30]2[CH:35]=[CH:34][CH:33]=[CH:32][CH:31]=2)[C@H:23]([O:57][C@@H:58]2[O:74][C@H:73]([CH2:75][O:76][C:77](=[O:84])[C:78]3[CH:83]=[CH:82][CH:81]=[CH:80][CH:79]=3)[C@H:71]([OH:72])[C@H:69]([OH:70])[C@H:59]2[O:60][C:61](=[O:68])[C:62]2[CH:67]=[CH:66][CH:65]=[CH:64][CH:63]=2)[C@@H:22]([CH2:85][O:86][C:87](=[O:94])[C:88]2[CH:93]=[CH:92][CH:91]=[CH:90][CH:89]=2)[O:21][C@H:11]1[O:12][CH2:13][CH2:14][CH2:15][CH2:16][CH2:17][CH2:18][CH2:19][CH3:20])(=[O:8])[C:2]1[CH:7]=[CH:6][CH:5]=[CH:4][CH:3]=1.C1C=CC=CC=1.C([C:103](CC)(CC)[C:104]([O-])([O-])[O-:105])C.C1(C)C=CC(S(O)(=O)=O)=CC=1>C(N(CC)CC)C>[C:1]([O:9][C@@H:10]1[C@@H:24]([O:25][C@@H:26]2[O:55][C@@H:54]([CH3:56])[C@@H:45]([O:46][CH2:47][C:48]3[CH:53]=[CH:52][CH:51]=[CH:50][CH:49]=3)[C@@H:36]([O:37][CH2:38][C:39]3[CH:40]=[CH:41][CH:42]=[CH:43][CH:44]=3)[C@@H:27]2[O:28][CH2:29][C:30]2[CH:35]=[CH:34][CH:33]=[CH:32][CH:31]=2)[C@H:23]([O:57][C@@H:58]2[O:74][C@H:73]([CH2:75][O:76][C:77](=[O:84])[C:78]3[CH:79]=[CH:80][CH:81]=[CH:82][CH:83]=3)[C@H:71]([O:72][C:104](=[O:105])[CH3:103])[C@H:69]([OH:70])[C@H:59]2[O:60][C:61](=[O:68])[C:62]2[CH:63]=[CH:64][CH:65]=[CH:66][CH:67]=2)[C@@H:22]([CH2:85][O:86][C:87](=[O:94])[C:88]2[CH:89]=[CH:90][CH:91]=[CH:92][CH:93]=2)[O:21][C@H:11]1[O:12][CH2:13][CH2:14][CH2:15][CH2:16][CH2:17][CH2:18][CH2:19][CH3:20])(=[O:8])[C:2]1[CH:3]=[CH:4][CH:5]=[CH:6][CH:7]=1. Procedure: Compound 22 (5 g) was dissolved a 1:1 mixture of benzene and triethylorthoacetate (110 mL), containing 4-toluenesulfonic acid (0.2 g), and the mixture was stirred for 1 h at room temperature. The acid was neutralized with triethylamine, and the mixture evaporated to dryness. The residue was dissolved in 80% aqueous acetic acid (75 mL) and stirred for 40 min at room temperature. The acetic acid was evaporated under diminished pressure and the last traces were removed by co-evaporation with toluen... The product is C(C1=CC=CC=C1)(=O)O[C@H]1[C@H](OCCCCCCCC)O[C@@H]([C@H]([C@@H]1O[C@H]1[C@@H](OCC2=CC=CC=C2)[C@H](OCC2=CC=CC=C2)[C@H](OCC2=CC=CC=C2)[C@@H](O1)C)O[C@H]1[C@H](OC(C2=CC=CC=C2)=O)[C@@H](O)[C@@H](OC(C)=O)[C@H](O1)COC(C1=CC=CC=C1)=O)COC(C1=CC=CC=C1)=O (Octyl 2,6-di-O-benzoyl-4-O-(4-O-acetyl-2,6-di-O-benzoyl-β-D-galacto-pyranosyl)-3-O-(2,3,4-tri-O-benzyl-α-L-fucopyranosyl)-β-D-glucopyranoside). Starting materials: C, CCCc1cc(C(OCOC)(C(F)(F)F)C(F)(F)F)ccc1OCc1ccccc1, CO, [Pd]. Yields the product CCCc1cc(C(OCOC)(C(F)(F)F)C(F)(F)F)ccc1O. As a reaction SMILES: [C:31].[CH2:1]([c:2]1[cH:3][cH:4][cH:5][cH:6][cH:7]1)[O:8][c:9]1[c:10]([CH2:28][CH2:29][CH3:30])[cH:11][c:12]([C:15]([C:16]([F:17])([F:18])[F:19])([C:20]([F:21])([F:22])[F:23])[O:24][CH2:25][O:26][CH3:27])[cH:13][cH:14]1.[CH3:33][OH:34].[Pd:32]>>[OH:8][c:9]1[c:10]([CH2:28][CH2:29][CH3:30])[cH:11][c:12]([C:15]([C:16]([F:17])([F:18])[F:19])([C:20]([F:21])([F:22])[F:23])[O:24][CH2:25][O:26][CH3:27])[cH:13][cH:14]1.